From a dataset of the Open Reaction Database (ORD), a public repository of structured organic reaction records. describe an organic reaction: reactants, conditions, products, and yield The reactants are NC=1C=C2C(NN(C2=CC1)CC(C)C)=O (5-amino-1-isobutyl-1,2-dihydro-indazol-3-one), FC(C=1C=C(C=CC1)S(=O)(=O)Cl)(F)F (3-trifluoromethylbenzenesulfonylchoride). The solvent is N1=CC=CC=C1 (pyridine). Conditions: temperature 60 celsius, time 24 hour. Yields the product C(C(C)C)N1NC(C2=CC(=CC=C12)NS(=O)(=O)C1=CC(=CC=C1)C(F)(F)F)=O (N-(1-isobutyl-3-oxo-2,3-dihydro-1H-indazol-5-yl)-3-trifluoromethyl-benzenesulfonamide). The yield is 21.6%. Reaction SMILES: [NH2:1][C:2]1[CH:3]=[C:4]2[C:8](=[CH:9][CH:10]=1)[N:7]([CH2:11][CH:12]([CH3:14])[CH3:13])[NH:6][C:5]2=[O:15].[F:16][C:17]([F:29])([F:28])[C:18]1[CH:19]=[C:20]([S:24](Cl)(=[O:26])=[O:25])[CH:21]=[CH:22][CH:23]=1>N1C=CC=CC=1>[CH2:11]([N:7]1[C:8]2[C:4](=[CH:3][C:2]([NH:1][S:24]([C:20]3[CH:21]=[CH:22][CH:23]=[C:18]([C:17]([F:16])([F:28])[F:29])[CH:19]=3)(=[O:26])=[O:25])=[CH:10][CH:9]=2)[C:5](=[O:15])[NH:6]1)[CH:12]([CH3:13])[CH3:14]. Procedure: To a solution of 5-amino-1-isobutyl-1,2-dihydro-indazol-3-one (0.04 g) in pyridine (1 mL) was added 3-trifluoromethylbenzenesulfonylchoride (0.041 g) in one go. The solution was stirred at 60° C. for 24 hours. The pyridine was then removed in vacuo and the residue was dissolved in EtOAc/water and separated. The aqueous phase was extracted a further two times with EtOAc and the combined organic phases were washed with brine and dried over sodium sulfate. The drying agent was removed by filtration... The reactants are COc1ccc2c(C(=O)O)c(C)n(C)c2c1, NC1CC1, O=C(Cl)C(=O)Cl. The product is COc1ccc2c(C(=O)NC3CC3)c(C)n(C)c2c1. RXN SMILES: [CH3:1][n:2]1[c:3]([CH3:16])[c:4]([C:13](=[O:14])[OH:15])[c:5]2[cH:6][cH:7][c:8]([O:11][CH3:12])[cH:9][c:10]12.[CH:23]1([NH2:26])[CH2:24][CH2:25]1.[Cl:17][C:18]([C:19]([Cl:20])=[O:21])=[O:22]>>[CH3:1][n:2]1[c:3]([CH3:16])[c:4]([C:13](=[O:15])[NH:26][CH:23]2[CH2:24][CH2:25]2)[c:5]2[cH:6][cH:7][c:8]([O:11][CH3:12])[cH:9][c:10]12. Starting materials: BrC1=CC=C(C(=C1C(=O)O)F)F (6-bromo-2,3-difluorobenzoic acid), OS(=O)(=O)O (H2SO4), CO (MeOH). The product is BrC1=CC=C(C(=C1C(=O)OC)F)F (Methyl 6-bromo-2,3-difluorobenzoate). As a reaction SMILES: [Br:1][C:2]1[C:7]([C:8]([OH:10])=[O:9])=[C:6]([F:11])[C:5]([F:12])=[CH:4][CH:3]=1.OS(O)(=O)=O.[CH3:18]O>>[Br:1][C:2]1[C:7]([C:8]([O:10][CH3:18])=[O:9])=[C:6]([F:11])[C:5]([F:12])=[CH:4][CH:3]=1. Procedure: A stirred solution of 6-bromo-2,3-difluorobenzoic acid and conc. H2SO4 in MeOH was heated at reflux for 18 h. The reaction mixture was cooled to rt and concentrated under reduced pressure. To the residue was carefully added a satd. aq. NaHCO3 solution. The resulting mixture was extracted with CH2Cl2. The combined extracts were dried over anhydrous Na2SO4, filtered, and concentrated under reduced pressure. The residue obtained was dried under high vacuum to afford the title compound. ESI MS (M+H)... Reactants: CC1=CC=C2C=CC=CC=C12 (1-methylazulene), ice water, S(O)(O)(=O)=O (sulfuric acid), C(C)(=O)OC(C)=O (Acetic anhydride), [OH-].[Na+] (sodium hydroxide). Run at temperature 0 celsius, time 4 hour. The product is CC=1C=C(C2=CC=CC=CC12)S(=O)(=O)[O-].[Na+] (Sodium 3-methyl-azulene sulfonate). RXN SMILES: C(OC(=O)C)(=O)C.[CH3:8][C:9]1[C:18]2[C:12]([CH:13]=[CH:14][CH:15]=[CH:16][CH:17]=2)=[CH:11][CH:10]=1.[S:19](=O)(=[O:22])([OH:21])[OH:20].[OH-].[Na+:25]>>[CH3:8][C:9]1[CH:10]=[C:11]([S:19]([O-:22])(=[O:21])=[O:20])[C:12]2[C:18]=1[CH:17]=[CH:16][CH:15]=[CH:14][CH:13]=2.[Na+:25] |f:3.4,5.6|. Procedure: Acetic anhydride in an amount of 10 ml is added to 1.0 g. of 1-methylazulene under cooling with ice-water, sulfuric acid in an amount of 3.4 g. is added dropwise and the reaction mixture is stirred for 4 hours at 0° C. Then, the reaction mixture is alkalized to pH8-9 by adding 40% of sodium hydroxide solution and the generated solid is collected and dried. The product is recrystalized from 95% ethanol to give 1.1 g. of the objective compound. Starting materials: [BH4-], C1CCOC1, CO, Nc1ncnc2c1c(-c1ccc(Oc3ccccc3)cc1)nn2-c1ccc(C=O)cc1, [Na+]. Product: Nc1ncnc2c1c(-c1ccc(Oc3ccccc3)cc1)nn2-c1ccc(CO)cc1. As a reaction SMILES: [BH4-:1].[CH2:34]1[O:35][CH2:36][CH2:37][CH2:38]1.[CH3:39][OH:40].[NH2:3][c:4]1[c:5]2[c:6]([n:7][cH:8][n:9]1)[n:10](-[c:26]1[cH:27][cH:28][c:29]([CH:30]=[O:31])[cH:32][cH:33]1)[n:11][c:12]2-[c:13]1[cH:14][cH:15][c:16]([O:19][c:20]2[cH:21][cH:22][cH:23][cH:24][cH:25]2)[cH:17][cH:18]1.[Na+:2]>>[NH2:3][c:4]1[c:5]2[c:6]([n:7][cH:8][n:9]1)[n:10](-[c:26]1[cH:27][cH:28][c:29]([CH2:30][OH:31])[cH:32][cH:33]1)[n:11][c:12]2-[c:13]1[cH:14][cH:15][c:16]([O:19][c:20]2[cH:21][cH:22][cH:23][cH:24][cH:25]2)[cH:17][cH:18]1. Reactants: ClC1=NC(=C2C(N1)=NC=C2I)Cl (2,4-dichloro-5-iodo-1H-pyrrolo[2,3-d]pyrimidine), S(=O)(=O)(C1=CC=C(C)C=C1)Cl (tosyl-chloride), C(C)(C)N(CC)C(C)C (Diisopropylethylamine). Solvent: ClCCl (dichloromethane), ClCCl (dichloromethane). Run at time 18 hour. The product is ClC=1N=C(C2=C(N1)N(C=C2I)S(=O)(=O)C2=CC=C(C=C2)C)Cl (2,4-dichloro-5-iodo-7-[(4-methylphenyl)sulfonyl]-7H-pyrrolo[2,3-d]pyrimidine). Yield: 92.2%. Reaction SMILES: [Cl:1][C:2]1[NH:7][C:6]2=[N:8][CH:9]=[C:10]([I:11])[C:5]2=[C:4]([Cl:12])[N:3]=1.[S:13](Cl)([C:16]1[CH:22]=[CH:21][C:19]([CH3:20])=[CH:18][CH:17]=1)(=[O:15])=[O:14].C(N(C(C)C)CC)(C)C>ClCCl>[Cl:1][C:2]1[N:3]=[C:4]([Cl:12])[C:5]2[C:10]([I:11])=[CH:9][N:8]([S:13]([C:16]3[CH:22]=[CH:21][C:19]([CH3:20])=[CH:18][CH:17]=3)(=[O:15])=[O:14])[C:6]=2[N:7]=1. Procedure: 2,4-dichloro-5-iodo-1H-pyrrolo[2,3-d]pyrimidine (660 mg, 2.103 mmol) and tosyl-chloride (441 mg, 2.31 mmol) were combined in dry dichloromethane (20 ml). Diisopropylethylamine (0.734 mL, 4.21 mmol) was added and the reaction mixture was let stir at rt for 18 h. The reaction was then diluted with dichloromethane and the organic layer was washed with a saturated solution of sodium bicarbonate, water and a saturated solution of brine, then dried over sodium sulfate. Solvents were removed under redu...